describe an organic reaction: reactants, conditions, products, and yield From a dataset of the Open Reaction Database (ORD), a public repository of structured organic reaction records. Reactants: C(O)([O-])=O.[Na+] (sodium hydrogencarbonate), C(C)OC(=O)C=1C(NC(=C(C1C(=O)OCC)[N+](=O)[O-])C1=CC=C(C=C1)OC)=O (3,4-diethoxycarbonyl-6-(4-methoxyphenyl)-5-nitro-2(1H)pyridone), P(=O)(Cl)(Cl)Cl (phosphorus oxychloride), ice water. Reagents/catalysts: CN(C)C=O (DMF). Run at temperature 100 celsius. Product: ClC1=NC(=C(C(=C1C(=O)OCC)C(=O)OCC)[N+](=O)[O-])C1=CC=C(C=C1)OC (2-Chloro-3,4-diethoxycarbonyl-6-(4-methoxyphenyl)-5-nitropyridine). Reaction SMILES: [CH2:1]([O:3][C:4]([C:6]1[C:7](=O)[NH:8][C:9]([C:20]2[CH:25]=[CH:24][C:23]([O:26][CH3:27])=[CH:22][CH:21]=2)=[C:10]([N+:17]([O-:19])=[O:18])[C:11]=1[C:12]([O:14][CH2:15][CH3:16])=[O:13])=[O:5])[CH3:2].P(Cl)(Cl)([Cl:31])=O.C(=O)([O-])O.[Na+]>CN(C=O)C>[Cl:31][C:7]1[C:6]([C:4]([O:3][CH2:1][CH3:2])=[O:5])=[C:11]([C:12]([O:14][CH2:15][CH3:16])=[O:13])[C:10]([N+:17]([O-:19])=[O:18])=[C:9]([C:20]2[CH:25]=[CH:24][C:23]([O:26][CH3:27])=[CH:22][CH:21]=2)[N:8]=1 |f:2.3|. Reported procedure: To 300 mg of 3,4-diethoxycarbonyl-6-(4-methoxyphenyl)-5-nitro-2(1H)pyridone were added 0.5 ml of phosphorus oxychloride and two drops of DMF. The mixture was heated at 100° C. for 1 hour. After ice water was added, the mixture was neutralized with sodium hydrogencarbonate, followed by extraction with ethyl acetate. The organic layer was washed with water and a saturated aqueous solution of sodium chloride and dried. The solvent was distilled off. The residue was purified by silica gel column chr... Reactants: C1(CCCCC1)N=C=NC1CCCCC1 (N,N'-Dicyclohexylcarbodiimide), N1=CC=CC=C1 (pyridine), C1(=CC=CC=C1)CC(=O)NC1[C@@H]2N(C(C(CS2)CO)C(=O)OC(C)(C)C)C1=O (t-butyl 7-(2-phenylacetamido)-3-hydroxymethylcepham-4-carboxylate), FC(C(=O)O)(F)F (Trifluoroacetic acid). The solvent is CS(=O)C (dimethylsulfoxide), C1=CC=CC=C1 (benzene). Reaction conditions: time 8 hour. Product: C1(=CC=CC=C1)CC(=O)NC1[C@@H]2N(C(C(CS2)C=O)C(=O)OC(C)(C)C)C1=O (t-butyl 7-(2-phenylacetamido)-3-formylcepham-4-carboxylate). Isolated yield 99.1%. As a reaction SMILES: C1(N=C=NC2CCCCC2)CCCCC1.N1C=CC=CC=1.[C:22]1([CH2:28][C:29]([NH:31][CH:32]2[C:48](=[O:49])[N:34]3[CH:35]([C:41]([O:43][C:44]([CH3:47])([CH3:46])[CH3:45])=[O:42])[CH:36]([CH2:39][OH:40])[CH2:37][S:38][C@H:33]23)=[O:30])[CH:27]=[CH:26][CH:25]=[CH:24][CH:23]=1.FC(F)(F)C(O)=O>CS(C)=O.C1C=CC=CC=1>[C:22]1([CH2:28][C:29]([NH:31][CH:32]2[C:48](=[O:49])[N:34]3[CH:35]([C:41]([O:43][C:44]([CH3:45])([CH3:46])[CH3:47])=[O:42])[CH:36]([CH:39]=[O:40])[CH2:37][S:38][C@H:33]23)=[O:30])[CH:23]=[CH:24][CH:25]=[CH:26][CH:27]=1. Procedure: N,N'-Dicyclohexylcarbodiimide (10.8 g.) and pyridine (1.4 g.) were added to a solution of t-butyl 7-(2-phenylacetamido)-3-hydroxymethylcepham-4-carboxylate (7.1 g.) in dimethylsulfoxide (30 ml.) and benzene (80 ml.). Trifluoroacetic acid (1.0 g.) was added dropwise to the stirred solution at room temperature and stirred overnight. The insoluble substance was filtered off and then ethyl acetate (100 ml.) and water (100 ml.) were added to the filtrate. After filtration, the organic layer was separ... Reactants: CN(C)C=O, C#C[Si](C)(C)C, [Cl-], [Cu]I, O=S(=O)(OC1=CC2C(C1)CC21OCCO1)C(F)(F)F, [NH4+], Cc1cccc(C)n1. Yields the product C[Si](C)(C)C#CC1=CC2C(C1)CC21OCCO1. As a reaction SMILES: [CH3:38][N:39]([CH3:40])[CH:41]=[O:42].[CH3:9][Si:10]([CH3:11])([CH3:12])[C:13]#[CH:14].[Cl-:34].[Cu:36][I:37].[F:15][C:16]([F:17])([F:18])[S:19]([O:20][C:21]1=[CH:27][CH:26]2[CH:23]([CH2:22]1)[CH2:24][C:25]21[O:28][CH2:29][CH2:30][O:31]1)(=[O:32])=[O:33].[NH4+:35].[n:1]1[c:2]([CH3:3])[cH:4][cH:5][cH:6][c:7]1[CH3:8]>>[CH3:9][Si:10]([CH3:11])([CH3:12])[C:13]#[C:14][C:21]1=[CH:27][CH:26]2[CH:23]([CH2:22]1)[CH2:24][C:25]21[O:28][CH2:29][CH2:30][O:31]1. Reactants: C1(CC1)C(=O)OC (methyl cyclopropanecarboxylate), BrC1=C(C=O)C=CC=C1 (2-bromobenzaldehyde), NC1=NNC=C1 (3-aminopyrazole). Yields the product BrC1=C(C=CC=C1)C1C=2C(NC(=C1C#N)C1CC1)=NNC2 (4-(2-Bromophenyl)-5-cyano-6-cyclopropyl-4,7-dihydro-2H-pyrazolo[3,4-b]pyridine). Reaction SMILES: [CH:1]1([C:4](OC)=O)C[CH2:2]1.[Br:8][C:9]1[CH:16]=[CH:15][CH:14]=[CH:13][C:10]=1[CH:11]=O.[NH2:17][C:18]1[CH:22]=[CH:21][NH:20][N:19]=1>>[Br:8][C:9]1[CH:16]=[CH:15][CH:14]=[CH:13][C:10]=1[CH:11]1[C:22]([C:18]#[N:17])=[C:21]([CH:4]2[CH2:1][CH2:2]2)[NH:17][C:18]2=[N:19][NH:20][CH:21]=[C:22]12. Procedure details: The title compound was prepared from methyl cyclopropanecarboxylate, 2-bromobenzaldehyde and 3-aminopyrazole in the same manner as in Example 94.